Task: describe an organic reaction: reactants, conditions, products, and yield. Dataset: the Open Reaction Database (ORD), a public repository of structured organic reaction records Reactants: ClC=1C=C(CNC(CO)C)C=CC1Cl (2-[(3,4-Dichlorobenzyl)amino]propan-1-ol), O1C(C1)CN1C(C2=CC=CC=C2C1=O)=O (2-(oxiran-2-ylmethyl)-1H-isoindole-1,3(2H)-dione), S(O)(O)(=O)=O (sulphuric acid). Solvent: O (water). Run at temperature 80 celsius, time 42 hour. The product is ClC=1C=C(CN2C[C@H](OC[C@H]2C)CN)C=CC1Cl (1-[(cis)-4-(3,4-Dichlorobenzyl)-5-methylmorpholin-2-yl]methanamine). The yield is 72.3%. RXN SMILES: [Cl:1][C:2]1[CH:3]=[C:4]([CH:11]=[CH:12][C:13]=1[Cl:14])[CH2:5][NH:6][CH:7]([CH3:10])[CH2:8][OH:9].O1[CH2:17][CH:16]1[CH2:18][N:19]1C(=O)C2C(=CC=CC=2)C1=O.S(=O)(=O)(O)O>O>[Cl:1][C:2]1[CH:3]=[C:4]([CH:11]=[CH:12][C:13]=1[Cl:14])[CH2:5][N:6]1[C@H:7]([CH3:10])[CH2:8][O:9][C@H:16]([CH2:18][NH2:19])[CH2:17]1. Procedure: A mixture of Intermediate 4 (0.470 g) and 2-(oxiran-2-ylmethyl)-1H-isoindole-1,3(2H)-dione (0.410 g) was heated at 80° C. under nitrogen for 5 h. The mixture was treated with concentrated sulphuric acid (0.6 ml) then stirred at 150° C. for 42 h. The mixture was treated with water (50 ml) then washed with ethyl acetate (2×50 ml). The dark aqueous phase was basified to ˜pH 11 using 5M aqueous sodium hydroxide then extracted with ethyl acetate (2×50 ml). The combined organic extracts were washed wi... Solvent: C(Cl)Cl (DCM), C(Cl)Cl (DCM). Reported procedure: To a solution of imidazole (4.5 g, 66.6 mmol) and PPh3 (17.4 g, 66.6 mmol) in DCM (180 mL) is slowly added over a period of 10 min of I2 (16.9 g, 66.6 mmol) and it is stirred at RT for 30 min. Then a solution of methanesulfonic acid 2-hydroxymethyl-5-methylphenyl ester (12.0 g, 55.5 mmol) in DCM (40 mL) is added drop wise and it is stirred at RT for 1 h. The reaction mixture is concentrated to about 70 mL. It is then filtered and washed with DCM. The filtrate is concentrated and purified to give... Yields the product ICC1=C(C=C(C=C1)C)OS(=O)(=O)C (Methanesulfonic acid 2-iodomethyl-5-methylphenyl ester). Reaction SMILES: N1C=CN=C1.C1C=CC(P(C2C=CC=CC=2)C2C=CC=CC=2)=CC=1.[I:25]I.O[CH2:28][C:29]1[CH:34]=[CH:33][C:32]([CH3:35])=[CH:31][C:30]=1[O:36][S:37]([CH3:40])(=[O:39])=[O:38]>C(Cl)Cl>[I:25][CH2:28][C:29]1[CH:34]=[CH:33][C:32]([CH3:35])=[CH:31][C:30]=1[O:36][S:37]([CH3:40])(=[O:39])=[O:38]. The reactants are OCC1=C(C=C(C=C1)C)OS(=O)(=O)C (methanesulfonic acid 2-hydroxymethyl-5-methylphenyl ester), N1C=NC=C1 (imidazole), C1=CC=C(C=C1)P(C2=CC=CC=C2)C3=CC=CC=C3 (PPh3), II (I2). Reaction conditions: time 30 minute. Reactants: [OH-].[K+] (Potasium hydroxide), CC=1N=C(SC1C1=CC=NC=C1)C(=O)OC (methyl 4-methyl-5-(4-pyridinyl)-thiazole-2-carboxylate). The solvent is CO (methanol), O (water). Run at time 1.5 hour. Yields the product CC=1N=C(SC1C1=CC=NC=C1)C(=O)O (4-methyl-5-(4-pyridinyl)-thiazole-2-carboxylic acid). Isolated yield 95.7%. As a reaction SMILES: [OH-].[K+].[CH3:3][C:4]1[N:5]=[C:6]([C:15]([O:17]C)=[O:16])[S:7][C:8]=1[C:9]1[CH:14]=[CH:13][N:12]=[CH:11][CH:10]=1>CO.O>[CH3:3][C:4]1[N:5]=[C:6]([C:15]([OH:17])=[O:16])[S:7][C:8]=1[C:9]1[CH:10]=[CH:11][N:12]=[CH:13][CH:14]=1 |f:0.1|. Procedure: Potasium hydroxide (1 g) was added to a stirred solution of methyl 4-methyl-5-(4-pyridinyl)-thiazole-2-carboxylate (2 g) in methanol (50 ml) at room temperature and the mixture was stirred at room temperature for 1.5 hours, diluted with water (150 ml), and washed with chloroform. Then the solution was adjusted to pH 3 to 4 by addition of 2N hydrochloric acid aqueous solution. The resulting precipitate was collected by filtration, and air-dried to give 4-methyl-5-(4-pyridinyl)-thiazole-2-carboxyl... The reactants are [OH-].[Na+] (sodium hydroxide), C12CCC(CC1)C2CCNC(=O)C2=CN=C(S2)OC2C(N(C(O2)(C)C)C(C)(C)C)=C (5-(5-[2-(bicyclo[2.2.1]hept-7-yl)ethylaminocarbonyl]thiazol-2-yloxy)-methylene-N-t-butyl-2,2-dimethyloxazolidine). Run in C(C)(=O)OCC (ethyl acetate). Reaction conditions: time 0.5 hour. Yields the product C12CCC(CC1)C2CCNC(=O)C2=CN=C(S2)OCC(C)O (5-[2-(bicyclo[2.2.1]hept-7-yl)ethylaminocarbonyl]thiazol-2-yloxy-propan-2-ol). Reaction SMILES: [CH:1]12[CH:7]([CH2:8][CH2:9][NH:10][C:11]([C:13]3[S:17][C:16]([O:18][CH:19]4OC(C)(C)N(C(C)(C)C)[C:20]4=[CH2:30])=[N:15][CH:14]=3)=[O:12])[CH:4]([CH2:5][CH2:6]1)[CH2:3][CH2:2]2.[OH-:31].[Na+]>C(OCC)(=O)C>[CH:1]12[CH:7]([CH2:8][CH2:9][NH:10][C:11]([C:13]3[S:17][C:16]([O:18][CH2:19][CH:20]([OH:31])[CH3:30])=[N:15][CH:14]=3)=[O:12])[CH:4]([CH2:3][CH2:2]1)[CH2:5][CH2:6]2 |f:1.2|. Procedure details: This example illustrates methods of converting the compounds of formula E into the compounds of formula C. In this example 1 g. of 5-(5-[2-(bicyclo[2.2.1]hept-7-yl)ethylaminocarbonyl]thiazol-2-yloxy)-methylene-N-t-butyl-2,2-dimethyloxazolidine is dissolved in 50 ml. of ethyl acetate and this solution is treated with aqueous 5% sodium hydroxide (20 ml.) at 20° C. The mixture is allowed to stand for 0.5 hours, washed three times with water, dried over magnesium sulfate and then evaporated to dryne... Starting materials: [Cl-].[NH4+] (ammonium chloride), solution, [F-].C(CCC)[N+](CCCC)(CCCC)CCCC (tetrabutylammonium fluoride), C(C)(C)(C)[Si](C)(C)OC1=CC(=CC=C1)\C(=C\C#C)\CC (tert-butyl-[3-((E)-1-ethylbut-1-en-3-ynyl)phenoxy]dimethylsilane). Solvent: C1CCOC1 (THF). Conditions: time 30 minute. Product: C(C)/C(=C\C#C)/C=1C=C(C=CC1)O (3-((E)-1-Ethylbut-1-en-3-ynyl)phenol). As a reaction SMILES: C([Si]([O:8][C:9]1[CH:14]=[CH:13][CH:12]=[C:11](/[C:15](/[CH2:19][CH3:20])=[CH:16]/[C:17]#[CH:18])[CH:10]=1)(C)C)(C)(C)C.[F-].C([N+](CCCC)(CCCC)CCCC)CCC.[Cl-].[NH4+]>C1COCC1>[CH2:19](/[C:15](/[C:11]1[CH:10]=[C:9]([OH:8])[CH:14]=[CH:13][CH:12]=1)=[CH:16]\[C:17]#[CH:18])[CH3:20] |f:1.2,3.4|. Reported procedure: 1 g (3.5 mmol) of tert-butyl-[3-((E)-1-ethylbut-1-en-3-ynyl)phenoxy]dimethylsilane is dissolved in 50 ml of THF, and 3.8 ml (38 mmol) of a 1.0 M solution of tetrabutylammonium fluoride are added drop by drop. The mixture is stirred for 30 minutes, then treated with a saturated solution of ammonium chloride and extracted with ethyl acetate. A yellow oil is obtained (m=690 mg; Y=100%). Product: NC1=NC2=C(N1C1=NC(=CC(=N1)OC)OC)C=CC(=C2)C (2-amino-1-(4,6-dimethoxypyrimidin-2-yl)-5-methylbenzimidazole). Reported procedure: N′-(4,6-dimethoxypyrimidin-2-yl)-4-methylbenzene-1,2-diamine (2.00 g) was dissolved in ethanol, and cyanogen bromide (1.00 g) was added thereto at room temperature, followed by stirring at 60° C. for 1 hour. Water was added, and the crystals were collected by filtration, washed with water and dried to obtain 2.03 g of the desired product as a white powder (m.p. at least 300° C.) The reactants are N#CBr (cyanogen bromide), COC1=NC(=NC(=C1)OC)NC=1C(=CC=C(C1)C)N (N′-(4,6-dimethoxypyrimidin-2-yl)-4-methylbenzene-1,2-diamine), C(C)O (ethanol), O (Water). Reaction conditions: temperature 60 celsius, time 1 hour. As a reaction SMILES: [CH3:1][O:2][C:3]1[CH:8]=[C:7]([O:9][CH3:10])[N:6]=[C:5]([NH:11][C:12]2[C:13]([NH2:19])=[CH:14][CH:15]=[C:16](C)[CH:17]=2)[N:4]=1.[N:20]#[C:21]Br.O.[CH2:24](O)C>>[NH2:20][C:21]1[N:11]([C:5]2[N:6]=[C:7]([O:9][CH3:10])[CH:8]=[C:3]([O:2][CH3:1])[N:4]=2)[C:12]2[CH:17]=[CH:16][C:15]([CH3:24])=[CH:14][C:13]=2[N:19]=1. The reactants are Brc1ccc(Br)cc1, [Li]CCCC, CC(C)CC(CO)N=Cc1ccc(F)cc1, O. The product is CC(C)CC(CO)NC(c1ccc(F)cc1)c1ccc(Br)cc1. RXN SMILES: [Br:1][c:2]1[cH:3][cH:4][c:5]([Br:6])[cH:7][cH:8]1.[CH2:9]([Li:10])[CH2:11][CH2:12][CH3:13].[F:14][c:15]1[cH:16][cH:17][c:18]([CH:19]=[N:20][CH:21]([CH2:22][OH:23])[CH2:24][CH:25]([CH3:26])[CH3:27])[cH:28][cH:29]1.[OH2:30]>>[c:2]1([CH:19]([c:18]2[cH:17][cH:16][c:15]([F:14])[cH:29][cH:28]2)[NH:20][CH:21]([CH2:22][OH:23])[CH2:24][CH:25]([CH3:26])[CH3:27])[cH:3][cH:4][c:5]([Br:6])[cH:7][cH:8]1. Reactants: FC(CNC1CCC2=C(CC1)C=C(C=C2)N)(F)F (N*7*-(2,2,2-Trifluoro-ethyl)-6,7,8,9-tetrahydro-5H-benzocycloheptene-2,7-diamine), ClC1=NC=C(C(=N1)NC1=C(C=CC=C1)OC)Cl ((2,5-Dichloro-pyrimidin-4-yl)-(2-methoxy-phenyl)-amine). The product is ClC=1C(=NC(=NC1)NC=1C=CC2=C(CCC(CC2)NCC(F)(F)F)C1)NC1=C(C=CC=C1)OC (5-Chloro-N*4*-(2-methoxy-phenyl)-N*2*-[7-(2,2,2-trifluoro-ethylamino)-6,7,8,9-tetrahydro-5H-benzocyclohepten-2-yl]-pyrimidine-2,4-diamine). Yield: 23.0%. RXN SMILES: [F:1][C:2]([F:18])([F:17])[CH2:3][NH:4][CH:5]1[CH2:11][CH2:10][C:9]2[CH:12]=[C:13]([NH2:16])[CH:14]=[CH:15][C:8]=2[CH2:7][CH2:6]1.Cl[C:20]1[N:25]=[C:24]([NH:26][C:27]2[CH:32]=[CH:31][CH:30]=[CH:29][C:28]=2[O:33][CH3:34])[C:23]([Cl:35])=[CH:22][N:21]=1>>[Cl:35][C:23]1[C:24]([NH:26][C:27]2[CH:32]=[CH:31][CH:30]=[CH:29][C:28]=2[O:33][CH3:34])=[N:25][C:20]([NH:16][C:13]2[CH:14]=[CH:15][C:8]3[CH2:7][CH2:6][CH:5]([NH:4][CH2:3][C:2]([F:17])([F:18])[F:1])[CH2:11][CH2:10][C:9]=3[CH:12]=2)=[N:21][CH:22]=1. Procedure: In an analogous procedure to Example 651, part c, N*7*-(2,2,2-Trifluoro-ethyl)-6,7,8,9-tetrahydro-5H-benzocycloheptene-2,7-diamine) was combined with (2,5-Dichloro-pyrimidin-4-yl)-(2-methoxy-phenyl)-amine to yield 5-Chloro-N*4*-(2-methoxy-phenyl)-N*2*-[7-(2,2,2-trifluoro-ethylamino)-6,7,8,9-tetrahydro-5H-benzocyclohepten-2-yl]-pyrimidine-2,4-diamine (34.40 mg, 23% yield) as a white powder. 1H-NMR (CDCl3) δ 8.44 (d, J=7.8 Hz, 1H), 8.04 (s, 1H), 7.85 (s, 1H), 7.37 (s, 1H), 7.23 (m, 1H), 7.05 (m, 2...